Dataset: the Open Reaction Database (ORD), a public repository of structured organic reaction records. Task: describe an organic reaction: reactants, conditions, products, and yield Reactants: CCOC(=O)c1cn(C2CC2)c2c(Cl)c(F)c(F)cc2c1=O, Cl, C1CCOC1. The product is O=C(O)c1cn(C2CC2)c2c(Cl)c(F)c(F)cc2c1=O. RXN SMILES: [Cl:1][c:2]1[c:3]([F:22])[c:4]([F:21])[cH:5][c:6]2[c:7](=[O:20])[c:8]([C:15](=[O:16])[O:17][CH2:18][CH3:19])[cH:9][n:10]([CH:12]3[CH2:13][CH2:14]3)[c:11]12.[ClH:23].[O:24]1[CH2:25][CH2:26][CH2:27][CH2:28]1>>[Cl:1][c:2]1[c:3]([F:22])[c:4]([F:21])[cH:5][c:6]2[c:7](=[O:20])[c:8]([C:15](=[O:16])[OH:17])[cH:9][n:10]([CH:12]3[CH2:13][CH2:14]3)[c:11]12. The reactants are COC(CCCCCC[C@H]1C(C[C@H]([C@@H]1\C=C\CC(CCCC)(C)O)O)=O)=O ((±) methyl-11α,16-dihydroxy-16-methyl-9-oxoprost-13E-en-1-oate). The reagents and catalysts are [Pd] (palladium on carbon). Solvent: C(C)O (ethanol). Reaction conditions: time 24 minute. Yields the product COC(CCCCCC[C@H]1C(C[C@H]([C@@H]1CCCC(CCCC)(C)O)O)=O)=O ((±) methyl-11α,16-dihydroxy-16-methyl-9-oxoprostan-1-oate). Isolated yield 85.5%. RXN SMILES: [CH3:1][O:2][C:3](=[O:27])[CH2:4][CH2:5][CH2:6][CH2:7][CH2:8][CH2:9][C@@H:10]1[C@@H:14](/[CH:15]=[CH:16]/[CH2:17][C:18]([OH:24])([CH3:23])[CH2:19][CH2:20][CH2:21][CH3:22])[C@H:13]([OH:25])[CH2:12][C:11]1=[O:26]>C(O)C.[Pd]>[CH3:1][O:2][C:3](=[O:27])[CH2:4][CH2:5][CH2:6][CH2:7][CH2:8][CH2:9][C@@H:10]1[C@@H:14]([CH2:15][CH2:16][CH2:17][C:18]([OH:24])([CH3:23])[CH2:19][CH2:20][CH2:21][CH3:22])[C@H:13]([OH:25])[CH2:12][C:11]1=[O:26]. Procedure: (±) methyl-11α,16-dihydroxy-16-methyl-9-oxoprost-13E-en-1-oate (100 mg) in 15 ml of ethanol containing 100 mg of 4% palladium on carbon is hydrogenated at room temperature and atmospheric pressure for 24 minutes. The solution is filtered and evaporated. The residue is chromatographed on silica gel (60% ethyl acetate/40% hexane as eluent) to give 86 mg of desired product as a viscous oil. 1H NMR (CDCl3): ∂0.93 (t, C.20 CH3); 1.18 (d, C.16 CH3 ; 3.68 (s, OCH3); 4.17 (q C.11 H). Reactants: NC=1SC=C(N1)C(C(=O)OCC)=O (ethyl 2-aminothiazol-4-ylglyoxylate), [N+](=O)([O-])C1=CC=C(C=C1)N=C=O (p-nitrophenyl isocyanate). The solvent is CN(C=O)C (dimethylformamide). Product: [N+](=O)([O-])C1=CC=C(C=C1)NC(NC=1SC=C(N1)C(C(=O)OCC)=O)=O (Ethyl 2-(3-p-nitrophenylureido)thiazol-4-ylglyoxylate). Reaction SMILES: [NH2:1][C:2]1[S:3][CH:4]=[C:5]([C:7](=[O:13])[C:8]([O:10][CH2:11][CH3:12])=[O:9])[N:6]=1.[N+:14]([C:17]1[CH:22]=[CH:21][C:20]([N:23]=[C:24]=[O:25])=[CH:19][CH:18]=1)([O-:16])=[O:15]>CN(C)C=O>[N+:14]([C:17]1[CH:18]=[CH:19][C:20]([NH:23][C:24](=[O:25])[NH:1][C:2]2[S:3][CH:4]=[C:5]([C:7](=[O:13])[C:8]([O:10][CH2:11][CH3:12])=[O:9])[N:6]=2)=[CH:21][CH:22]=1)([O-:16])=[O:15]. Procedure details: Following a procedure similar to that described in Preparation 1, the desired compound was prepared from 4.88 g of ethyl 2-aminothiazol-4-ylglyoxylate, 5 g of p-nitrophenyl isocyanate and 30 ml of dimethylformamide. The resulting product was a pale yellow powder having the following physical properties. Reactants: O=C([O-])[O-], CC1(C)C(=O)Nc2cc(C(=O)Nc3ccccc3)ccc21, CI, CN(C)C=O, [K+], [K+], O. Product: CN1C(=O)C(C)(C)c2ccc(C(=O)Nc3ccccc3)cc21. RXN SMILES: [C:24](=[O:25])([O-:26])[O-:27].[CH3:1][C:2]1([CH3:21])[C:3](=[O:20])[NH:4][c:5]2[cH:6][c:7]([C:11](=[O:12])[NH:13][c:14]3[cH:15][cH:16][cH:17][cH:18][cH:19]3)[cH:8][cH:9][c:10]21.[CH3:22][I:23].[CH3:30][N:31]([CH3:32])[CH:33]=[O:34].[K+:28].[K+:29].[OH2:35]>>[CH3:1][C:2]1([CH3:21])[C:3](=[O:20])[N:4]([CH3:24])[c:5]2[cH:6][c:7]([C:11](=[O:12])[NH:13][c:14]3[cH:15][cH:16][cH:17][cH:18][cH:19]3)[cH:8][cH:9][c:10]21. Starting materials: [Si](C)(C)(C(C)(C)C)OCC1CNCC1C1=CC=CC=C1 (3-({[tert-butyl(dimethyl)silyl]oxy}methyl)-4-phenylpyrrolidine), C(\C=C\C1=CC=CC=C1)(=O)OC (methyl trans-cinnamate), C(C)(=O)OC(C)=O (acetic anhydride). Run in N1=CC=CC=C1 (pyridine). The product is C(C)(=O)N1CC(C(C1)C1=CC=CC=C1)CO ((1-acetyl-4-phenylpyrrolidin-3-yl)methanol). RXN SMILES: [Si]([O:8][CH2:9][CH:10]1[CH:14]([C:15]2[CH:20]=[CH:19][CH:18]=[CH:17][CH:16]=2)[CH2:13][NH:12][CH2:11]1)(C(C)(C)C)(C)C.[C:21](OC)(=[O:30])/[CH:22]=C/C1C=CC=CC=1.C(OC(=O)C)(=O)C>N1C=CC=CC=1>[C:21]([N:12]1[CH2:13][CH:14]([C:15]2[CH:16]=[CH:17][CH:18]=[CH:19][CH:20]=2)[CH:10]([CH2:9][OH:8])[CH2:11]1)(=[O:30])[CH3:22]. Procedure: A pyridine solution of 3-({[tert-butyl(dimethyl)silyl]oxy}methyl)-4-phenylpyrrolidine which had been synthesized from methyl trans-cinnamate, in accordance with the technique of Ling et al. (“Tetrahedron”, 2001, vol. 57,p. 6579-6588) and the method of International Patent Publication WO 2000/59502, was mixed with acetic anhydride and stirred at room temperature for 2Hours. After completion of the reaction, this was concentrated under a reduced pressure with toluene azeotropy, and THF and 1 M THF...